This data is from the Open Reaction Database (ORD), a public repository of structured organic reaction records. The task is: describe an organic reaction: reactants, conditions, products, and yield Reactants: Cc1ccc(C(C)(C)C)c(SC2=C(O)CC(CCc3ccccc3)(c3ccc(OCCOS(C)(=O)=O)cc3)OC2=O)c1, C1COCCN1, Cl, [K+], [K+], O=C([O-])[O-], CN(C)C=O, O. Product: Cc1ccc(C(C)(C)C)c(SC2=C(O)CC(CCc3ccccc3)(c3ccc(OCCN4CCOCC4)cc3)OC2=O)c1. Reaction SMILES: [C:1]([CH3:2])([CH3:3])([CH3:4])[c:5]1[c:6]([S:12][C:13]2=[C:14]([OH:42])[CH2:15][C:16]([CH2:20][CH2:21][c:22]3[cH:23][cH:24][cH:25][cH:26][cH:27]3)([c:28]3[cH:29][cH:30][c:31]([O:32][CH2:33][CH2:34][O:35][S:36]([CH3:37])(=[O:38])=[O:39])[cH:40][cH:41]3)[O:17][C:18]2=[O:19])[cH:7][c:8]([CH3:11])[cH:9][cH:10]1.[CH2:49]1[CH2:50][O:51][CH2:52][CH2:53][NH:54]1.[ClH:55].[K+:43].[K+:44].[O-:45][C:46]([O-:47])=[O:48].[O:56]=[CH:57][N:58]([CH3:59])[CH3:60].[OH2:61]>>[C:1]([CH3:2])([CH3:3])([CH3:4])[c:5]1[c:6]([S:12][C:13]2=[C:14]([OH:42])[CH2:15][C:16]([CH2:20][CH2:21][c:22]3[cH:23][cH:24][cH:25][cH:26][cH:27]3)([c:28]3[cH:29][cH:30][c:31]([O:32][CH2:33][CH2:34][N:54]4[CH2:49][CH2:50][O:51][CH2:52][CH2:53]4)[cH:40][cH:41]3)[O:17][C:18]2=[O:19])[cH:7][c:8]([CH3:11])[cH:9][cH:10]1. The reactants are C(C(C)C)(=O)Cl (isobutyric acid chloride), C(C)(C)N(CC[C@H](C1=CC=CC=C1)C1=C(C=CC(=C1)CO)O)C(C)C ((R)-2-[3-(diisopropylamino)-1-phenylpropyl]-4-(hydroxymethyl)phenol). The solvent is ClCCl (dichloromethane), ClCCl (dichloromethane). Conditions: temperature -3 celsius. Product: CC(C)C(=O)OC=1C=CC(=CC1[C@H](CCN(C(C)C)C(C)C)C=2C=CC=CC2)CO (Fesoterodine). As a reaction SMILES: [C:1](Cl)(=[O:5])[CH:2]([CH3:4])[CH3:3].[CH:7]([N:10]([CH:29]([CH3:31])[CH3:30])[CH2:11][CH2:12][C@@H:13]([C:20]1[CH:25]=[C:24]([CH2:26][OH:27])[CH:23]=[CH:22][C:21]=1[OH:28])[C:14]1[CH:19]=[CH:18][CH:17]=[CH:16][CH:15]=1)([CH3:9])[CH3:8]>ClCCl>[CH3:3][CH:2]([C:1]([O:28][C:21]1[CH:22]=[CH:23][C:24]([CH2:26][OH:27])=[CH:25][C:20]=1[C@@H:13]([C:14]1[CH:19]=[CH:18][CH:17]=[CH:16][CH:15]=1)[CH2:12][CH2:11][N:10]([CH:7]([CH3:9])[CH3:8])[CH:29]([CH3:31])[CH3:30])=[O:5])[CH3:4]. Procedure details: Drops of a solution of 18.6 g isobutyric acid chloride in 250 ml dichloromethane were added in approximately 10 minutes to a solution of 59.8 g (175.1 mol) (R)-2-[3-(diisopropylamino)-1-phenylpropyl]-4-(hydroxymethyl)phenol cooled to −3° C. (A, see FIG. 1) dissolved in 750 ml dichloromethane with agitation and cooling by ice bath. A white substance precipitated after approximately 5 minutes. For this purpose drops of a solution of 17.7 g triethylamine in 250 ml dichloromethane were added in 5 mi... Reactants: ClC=1C(=CC(=C(C1)NC1CCN(CC1)C(=O)OC(C)(C)C)[N+](=O)[O-])F (1,1-Dimethylethyl 4-[(5-chloro-4-fluoro-2-nitrophenyl)amino]-piperidinecarboxylate), O.NN (hydrazine monohydrate). Reagents/catalysts: [Ni] (Raney-Nickel). Solvent: C(C)O (ethanol). Reaction conditions: temperature 40 celsius. Product: NC1=C(C=C(C(=C1)F)Cl)NC1CCN(CC1)C(=O)OC(C)(C)C (1,1-Dimethylethyl 4-[(2-amino-5-chloro-4-fluorophenyl)amino]-1-piperidinecarboxylate). RXN SMILES: [Cl:1][C:2]1[C:3]([F:25])=[CH:4][C:5]([N+:22]([O-])=O)=[C:6]([NH:8][CH:9]2[CH2:14][CH2:13][N:12]([C:15]([O:17][C:18]([CH3:21])([CH3:20])[CH3:19])=[O:16])[CH2:11][CH2:10]2)[CH:7]=1.O.NN>C(O)C.[Ni]>[NH2:22][C:5]1[CH:4]=[C:3]([F:25])[C:2]([Cl:1])=[CH:7][C:6]=1[NH:8][CH:9]1[CH2:14][CH2:13][N:12]([C:15]([O:17][C:18]([CH3:21])([CH3:20])[CH3:19])=[O:16])[CH2:11][CH2:10]1 |f:1.2|. Procedure details: 1,1-Dimethylethyl 4-[(5-chloro-4-fluoro-2-nitrophenyl)amino]-piperidinecarboxylate (D2) (0.91 mmol, 340 mg) was dissolved in ethanol (20 ml) and an aqueous suspension of Raney-Nickel (1 ml) was added at room temperature; the mixture was heated to 40° C. and hydrazine monohydrate (15 eq., 13.7 mmol, 0.424 ml) was added over 20 min at 40° C. The reaction mixture was then cooled to room temperature, filtered through celite and the solvent was evaporated to yield the title compound, which was purifi...